This data is from the Open Reaction Database (ORD), a public repository of structured organic reaction records. The task is: describe an organic reaction: reactants, conditions, products, and yield Starting materials: [BH3-]C#N, CCOC(=O)N1CC(C)C(=O)C(C)C1, CO, CC(=O)[O-], [NH4+], [Na+]. Product: CCOC(=O)N1CC(C)C(N)C(C)C1. Reaction SMILES: [C:20](#[N:21])[BH3-:22].[C:6](=[O:7])([O:8][CH2:9][CH3:10])[N:11]1[CH2:12][CH:13]([CH3:19])[C:14](=[O:18])[CH:15]([CH3:17])[CH2:16]1.[CH3:24][OH:25].[CH3:2][C:3](=[O:4])[O-:5].[NH4+:1].[Na+:23]>>[C:6](=[O:7])([O:8][CH2:9][CH3:10])[N:11]1[CH2:12][CH:13]([CH3:19])[CH:14]([NH2:21])[CH:15]([CH3:17])[CH2:16]1. Reactants: FC1=CC=C(CN2C=NC(=C2)C=2N=C3C(OCCN3C(C2OC)=O)(C)C)C=C1 (2-(1-(4-fluorobenzyl)-1H-imidazol-4-yl)-3-methoxy-9,9-dimethyl-6,7-dihydropyrimido[2,1-c][1,4]oxazin-4(9H)-one), B(Br)(Br)Br (BBr3), S(C)C (SMe2). Solvent: ClC(C)Cl (dichloroethane). Reaction conditions: temperature 80 celsius, time 1 hour. The product is FC1=CC=C(CN2C=NC(=C2)C=2N=C3C(OCCN3C(C2O)=O)(C)C)C=C1 (2-(1-(4-Fluorobenzyl)-1H-imidazol-4-yl)-3-hydroxy-9,9-dimethyl-6,7-dihydropyrimido[2,1-c][1,4]oxazin-4(9H)-one). Isolated yield 42.1%. RXN SMILES: [F:1][C:2]1[CH:28]=[CH:27][C:5]([CH2:6][N:7]2[CH:11]=[C:10]([C:12]3[N:13]=[C:14]4[N:19]([C:20](=[O:24])[C:21]=3[O:22]C)[CH2:18][CH2:17][O:16][C:15]4([CH3:26])[CH3:25])[N:9]=[CH:8]2)=[CH:4][CH:3]=1.B(Br)(Br)Br.S(C)C>ClC(Cl)C>[F:1][C:2]1[CH:28]=[CH:27][C:5]([CH2:6][N:7]2[CH:11]=[C:10]([C:12]3[N:13]=[C:14]4[N:19]([C:20](=[O:24])[C:21]=3[OH:22])[CH2:18][CH2:17][O:16][C:15]4([CH3:26])[CH3:25])[N:9]=[CH:8]2)=[CH:4][CH:3]=1. Procedure details: To a solution of 2-(1-(4-fluorobenzyl)-1H-imidazol-4-yl)-3-methoxy-9,9-dimethyl-6,7-dihydropyrimido[2,1-c][1,4]oxazin-4(9H)-one (0.042 g, 0.109 mmol, 1.0 equiv) in dichloroethane (1.1 mL) under a nitrogen atmosphere, was added BBr3.SMe2 (0.137 g, 0.437 mmol, 4.0 equiv). The reaction was then heated to 80° C. (oil bath). After stirring 1 h, the reaction was cooled to ambient temperature and cautiously quenched with water (5 mL). The mixture was poured into saturated aqueous solution of NaHCO3 and... Starting materials: CC(C)(C)C(=O)c1c[nH]c2ncc(Br)nc12, Cc1ccccc1, CCOC(C)=O, [Cl-], [NH4+], O, O, OCCO, Cc1ccc(S(=O)(=O)O)cc1. Product: CC(C)(C)C1(c2c[nH]c3ncc(Br)nc23)OCCO1. RXN SMILES: [Br:1][c:2]1[n:3][c:4]2[c:5]([n:6][cH:7]1)[nH:8][cH:9][c:10]2[C:11]([C:12]([CH3:13])([CH3:14])[CH3:15])=[O:16].[CH3:35][c:36]1[cH:37][cH:38][cH:39][cH:40][cH:41]1.[CH3:42][CH2:43][O:44][C:45](=[O:46])[CH3:47].[Cl-:33].[NH4+:34].[OH2:21].[OH2:48].[OH:17][CH2:18][CH2:19][OH:20].[c:22]1([CH3:23])[cH:24][cH:25][c:26]([S:27]([OH:28])(=[O:29])=[O:30])[cH:31][cH:32]1>>[Br:1][c:2]1[n:3][c:4]2[c:5]([n:6][cH:7]1)[nH:8][cH:9][c:10]2[C:11]1([C:12]([CH3:13])([CH3:14])[CH3:15])[O:16][CH2:19][CH2:18][O:17]1. The reactants are O=C1NC2=CC=CC=C2C=C1C1CCN(CC1)C(=O)O[C@H](CC1=CC(=C(C(=C1)C)OCC1=CC=CC=C1)C)C(=O)O ((R)-2-(4-benzyloxy-3,5-dimethyl-phenyl)-1-carboxy-ethyl 4-(2-oxo-1,2-dihydro-quinolin-3-yl)-piperidine-1-carboxylate), [H][H] (hydrogen). The reagents and catalysts are [Pd] (Pd/C). The solvent is C(C)(C)O (isopropanol). Yields the product O=C1NC2=CC=CC=C2C=C1C1CCN(CC1)C(=O)O[C@H](CC1=CC(=C(C(=C1)C)O)C)C(=O)O ((R)-2-(4-hydroxy-3,5-dimethyl-phenyl)-1-carboxy-ethyl 4-(2-oxo-1,2-dihydro-quinolin-3-yl)-piperidine-1-carboxylate). As a reaction SMILES: [O:1]=[C:2]1[C:11]([CH:12]2[CH2:17][CH2:16][N:15]([C:18]([O:20][C@@H:21]([C:39]([OH:41])=[O:40])[CH2:22][C:23]3[CH:28]=[C:27]([CH3:29])[C:26]([O:30]CC4C=CC=CC=4)=[C:25]([CH3:38])[CH:24]=3)=[O:19])[CH2:14][CH2:13]2)=[CH:10][C:9]2[C:4](=[CH:5][CH:6]=[CH:7][CH:8]=2)[NH:3]1.[H][H]>C(O)(C)C.[Pd]>[O:1]=[C:2]1[C:11]([CH:12]2[CH2:17][CH2:16][N:15]([C:18]([O:20][C@@H:21]([C:39]([OH:41])=[O:40])[CH2:22][C:23]3[CH:28]=[C:27]([CH3:29])[C:26]([OH:30])=[C:25]([CH3:38])[CH:24]=3)=[O:19])[CH2:14][CH2:13]2)=[CH:10][C:9]2[C:4](=[CH:5][CH:6]=[CH:7][CH:8]=2)[NH:3]1. Reported procedure: A suspension of 600 mg (1.08 mmol) (R)-2-(4-benzyloxy-3,5-dimethyl-phenyl)-1-carboxy-ethyl 4-(2-oxo-1,2-dihydro-quinolin-3-yl)-piperidine-1-carboxylate and 250 mg of 10% Pd/C in 50 mL isopropanol was hydrogenated at 50° C. and 3447 hPa hydrogen pressure for 2 h. The catalyst was suction filtered, the filtrate was evaporated down i.vac., the residue was triturated with 50 mL diethyl ether, suction filtered, washed with 20 mL diethyl ether and dried at 50° C. Reactants: FC1=NC=CC(=C1[N+](=O)[O-])F (2,4-difluoro-3-nitropyridine), ClC1=C(SC=C1)C[C@@H](CC)NS(=O)(=O)C1=CC=C(C=C1)C ((R)-N-[1-[(3-chlorothien-2-yl)methyl]propyl]-4-methylbenzenesulfonamide), solution, CC(C)([O-])C.[K+] (potassium tert-butoxide). Solvent: O1CCCC1 (tetrahydrofuran), O1CCCC1 (tetrahydrofuran), O1CCCC1 (tetrahydrofuran). Conditions: temperature 4 celsius, time 15 minute. Yields the product FC1=NC=CC(=C1[N+](=O)[O-])NS(=O)(=O)C1=CC=C(C=C1)C (N-(2-fluoro-3-nitropyrid-4-yl)-4-methylbenzenesulfonamide). Yield: 129.3%. Reaction SMILES: ClC1C=CSC=1C[C@H]([NH:11][S:12]([C:15]1[CH:20]=[CH:19][C:18]([CH3:21])=[CH:17][CH:16]=1)(=[O:14])=[O:13])CC.CC(C)([O-])C.[K+].[F:28][C:29]1[C:34]([N+:35]([O-:37])=[O:36])=[C:33](F)[CH:32]=[CH:31][N:30]=1>O1CCCC1>[F:28][C:29]1[C:34]([N+:35]([O-:37])=[O:36])=[C:33]([NH:11][S:12]([C:15]2[CH:20]=[CH:19][C:18]([CH3:21])=[CH:17][CH:16]=2)(=[O:13])=[O:14])[CH:32]=[CH:31][N:30]=1 |f:1.2|. Procedure details: A first solution containing 43.55 g (0.127 mol) of (R)-N-[1-[(3-chlorothien-2-yl)methyl]propyl]-4-methylbenzenesulfonamide in 71 ml of tetrahydrofuran (THF) is prepared and cooled to 4° C. 138 ml (0.138 mol) of a 1.0 M solution of potassium tert-butoxide in tetrahydrofuran is added dropwise to the first solution. The resulting mixture is stirred for 15 minutes at 20° C. 23.7 g (0.149 mol) of 2,4-difluoro-3-nitropyridine in 10 ml of tetrahydrofuran is then added and the mixture heated at 65° C. f... The reactants are COC=1C=C(C=C(C1OCCC)SC)C(C(=O)OCC)(CCC(C(=O)OCC)(C1=CC(=C(C(=C1)OC)OC)OC)C#N)C#N (diethyl 2-(3-methoxy-5-(methylthio)-4-propoxyphenyl)-2,5-dicyano-5-(3,4,5-trimethoxyphenyl)-1,6-hexanedioate), [OH-].[K+] (potassium hydroxide). The solvent is C(C)O (ethanol). Reaction conditions: temperature 95 celsius, time 8 hour. Product: COC=1C=C(C=C(C1OCCC)SC)C(C#N)CCC(C#N)C1=CC(=C(C(=C1)OC)OC)OC (2-(3-methoxy-5-(methylthio)-4-propoxyphenyl)-5-(3,4,5-trimethoxyphenyl)-1,6-hexanedinitrile). The yield is 66.0%. As a reaction SMILES: [CH3:1][O:2][C:3]1[CH:4]=[C:5]([C:15]([C:43]#[N:44])([CH2:21][CH2:22][C:23]([C:41]#[N:42])([C:29]2[CH:34]=[C:33]([O:35][CH3:36])[C:32]([O:37][CH3:38])=[C:31]([O:39][CH3:40])[CH:30]=2)C(OCC)=O)C(OCC)=O)[CH:6]=[C:7]([S:13][CH3:14])[C:8]=1[O:9][CH2:10][CH2:11][CH3:12].[OH-].[K+]>C(O)C>[CH3:1][O:2][C:3]1[CH:4]=[C:5]([CH:15]([CH2:21][CH2:22][CH:23]([C:29]2[CH:30]=[C:31]([O:39][CH3:40])[C:32]([O:37][CH3:38])=[C:33]([O:35][CH3:36])[CH:34]=2)[C:41]#[N:42])[C:43]#[N:44])[CH:6]=[C:7]([S:13][CH3:14])[C:8]=1[O:9][CH2:10][CH2:11][CH3:12] |f:1.2|. Reported procedure: To a solution of diethyl 2-(3-methoxy-5-(methylthio)-4-propoxyphenyl)-2,5-dicyano-5-(3,4,5-trimethoxyphenyl)-1,6-hexanedioate (12.0 g, 0.019 mol) in ethanol (250 ml) was added potassium hydroxide (4.4 g, 0.079 mol). The reaction was heated to 95° C. for 20 minutes, then filtered, and the filtrate concentrated. Methanol (300 ml) was added to the residue, and the solution was stirred at room temperature overnight. The reaction was filtered and the precipitate dried to yield 2-(3-methoxy-5-(methylt... Starting materials: C=O, Cc1nccn1Cc1ccccc1, CC(=O)[O-], CCOCC, CC(=O)O, [Na+], [Na+], [Na+], [Na+], O=C([O-])[O-], [OH-], O, O. Product: Cc1nc(CO)cn1Cc1ccccc1. As a reaction SMILES: [CH2:15]=[O:16].[CH2:2]([c:3]1[cH:4][cH:5][cH:6][cH:7][cH:8]1)[n:9]1[c:10]([CH3:14])[n:11][cH:12][cH:13]1.[CH3:18][C:19]([O-:20])=[O:21].[CH3:31][CH2:32][O:33][CH2:34][CH3:35].[CH3:36][C:37](=[O:38])[OH:39].[Na+:17].[Na+:22].[Na+:23].[Na+:29].[O-:24][C:25](=[O:26])[O-:27].[OH-:28].[OH2:1].[OH2:30]>>[CH2:2]([c:3]1[cH:4][cH:5][cH:6][cH:7][cH:8]1)[n:9]1[c:10]([CH3:14])[n:11][c:12]([CH2:19][OH:20])[cH:13]1. Reactants: C(CCC)P(OCC)=O (ethyl (n-butyl)phosphinate), C(C1=CC=CC=C1)OC(=O)NCCC=O (3-(N-benzyloxycarbonylamino)propionaldehyde). The solvent is C(C)N(CC)CC (triethylamine). Conditions: temperature 100 celsius. Yields the product C(C1=CC=CC=C1)OC(=O)NCCC(O)P(OCC)(=O)CCCC (ethyl 3-(N-benzyloxycarbonylamino)-1-hydroxy-propyl(n-butyl)phosphinate). RXN SMILES: [CH2:1]([PH:5](=[O:9])[O:6][CH2:7][CH3:8])[CH2:2][CH2:3][CH3:4].[CH2:10]([O:17][C:18]([NH:20][CH2:21][CH2:22][CH:23]=[O:24])=[O:19])[C:11]1[CH:16]=[CH:15][CH:14]=[CH:13][CH:12]=1>C(N(CC)CC)C>[CH2:10]([O:17][C:18]([NH:20][CH2:21][CH2:22][CH:23]([P:5]([CH2:1][CH2:2][CH2:3][CH3:4])(=[O:9])[O:6][CH2:7][CH3:8])[OH:24])=[O:19])[C:11]1[CH:16]=[CH:15][CH:14]=[CH:13][CH:12]=1. Reported procedure: A mixture of 1.50 g of ethyl (n-butyl)phosphinate, 1.01 g triethylamine and2.07 g 3-(N-benzyloxycarbonylamino)propionaldehyde is heated to 100°C. for 4 hours. After this time the mixture is cooled to 20° and thevolatile components are removed in high vacuum. Chromatography of the residue on silica gel affords ethyl 3-(N-benzyloxycarbonylamino)-1-hydroxy-propyl(n-butyl)phosphinate as a viscous oil.